Dataset: the Open Reaction Database (ORD), a public repository of structured organic reaction records. Task: describe an organic reaction: reactants, conditions, products, and yield Starting materials: BrBr (Bromine), N1=CC=CC=C1 (pyridine), O=C(CC#N)C1=CC=CC=C1 (3-Oxo-3-phenylpropionitril). The solvent is C(Cl)(Cl)Cl (chloroform), C(Cl)(Cl)Cl (chloroform), C(Cl)(Cl)Cl (chloroform). Run at temperature 45 celsius. Product: BrC(C#N)C(C1=CC=CC=C1)=O (2-Bromo-3-oxo-3-phenylpropionitril). As a reaction SMILES: [O:1]=[C:2]([C:6]1[CH:11]=[CH:10][CH:9]=[CH:8][CH:7]=1)[CH2:3][C:4]#[N:5].N1C=CC=CC=1.[Br:18]Br>C(Cl)(Cl)Cl>[Br:18][CH:3]([C:2](=[O:1])[C:6]1[CH:11]=[CH:10][CH:9]=[CH:8][CH:7]=1)[C:4]#[N:5]. Procedure: 3-Oxo-3-phenylpropionitril (1.5 g, 10 mmol) was dissolved in dry chloroform (10 mL) at 0° C., and pyridine (0.81 mL, 10 mmol) was added. Bromine (4.7 mL, 10 mmol) dissolved in chloroform (4.7 mL) was added dropwise over an hour, then the reaction mixture was heated at 45° C. over night. The reaction mixture was diluted with chloroform and washed with water. The organic phases were dried over sodium sulfate and evaporated to give the crude product, which was used in the next reaction without any ...